This data is from the Open Reaction Database (ORD), a public repository of structured organic reaction records. The task is: describe an organic reaction: reactants, conditions, products, and yield Starting materials: COC(C=1C(C(=O)O)=C(C(=C(C1F)F)F)F)=O (3,4,5,6-tetrafluorophthalic acid-monomethyl ester), CO (methanol), [OH-].[K+] (potassium hydroxide), Cl (hydrochloric acid). Conditions: time 1 hour. Product: COC(C=1C(C(=O)O)=C(C(=C(C1F)F)OC)F)=O (4-methoxy-3,5,6-trifluorophthalic acid-1-methyl ester). Isolated yield 78.2%. Reaction SMILES: [CH3:1][O:2][C:3](=[O:17])[C:4]1[C:5](=[C:9]([F:16])[C:10](F)=[C:11]([F:14])[C:12]=1[F:13])[C:6]([OH:8])=[O:7].[OH-:18].[K+].Cl.[CH3:21]O>>[CH3:1][O:2][C:3](=[O:17])[C:4]1[C:5](=[C:9]([F:16])[C:10]([O:18][CH3:21])=[C:11]([F:14])[C:12]=1[F:13])[C:6]([OH:8])=[O:7] |f:1.2|. Procedure: Into a 100 ml glass reactor equipped with a reflux condenser, a stirrer and a dropping funnel, 20 ml of a methanol solution of 10 g (0.0397 mol) of the 3,4,5,6-tetrafluorophthalic acid-monomethyl ester prepared in Example 14 was charged, and then 4.6 g (0.083 mol) of potassium hydroxide was added thereto. The mixture was stirred for one hour under reflux. After completion of the reaction, the reaction mixture was neutralized with a 10% of hydrochloric acid aqueous solution and extracted with eth...